This data is from the Open Reaction Database (ORD), a public repository of structured organic reaction records. The task is: describe an organic reaction: reactants, conditions, products, and yield Reactants: O=C(n1ccnc1)n1ccnc1, O=C(O)Cn1c(-c2ccc(Cl)cc2)nc2cccnc21, CN1CCCC1CCN, C1CCOC1. The product is CN1CCCC1CCNC(=O)Cn1c(-c2ccc(Cl)cc2)nc2cccnc21. RXN SMILES: [C:21]([n:22]1[cH:23][cH:24][n:25][cH:26]1)([n:27]1[cH:28][cH:29][n:30][cH:31]1)=[O:32].[Cl:1][c:2]1[cH:3][cH:4][c:5](-[c:8]2[n:9][c:10]3[c:11]([n:12][cH:13][cH:14][cH:15]3)[n:16]2[CH2:17][C:18](=[O:19])[OH:20])[cH:6][cH:7]1.[NH2:33][CH2:34][CH2:35][CH:36]1[N:37]([CH3:41])[CH2:38][CH2:39][CH2:40]1.[O:42]1[CH2:43][CH2:44][CH2:45][CH2:46]1>>[Cl:1][c:2]1[cH:3][cH:4][c:5](-[c:8]2[n:9][c:10]3[c:11]([n:12][cH:13][cH:14][cH:15]3)[n:16]2[CH2:17][C:18](=[O:20])[NH:33][CH2:34][CH2:35][CH:36]2[N:37]([CH3:41])[CH2:38][CH2:39][CH2:40]2)[cH:6][cH:7]1. The reactants are C(C1=CN=CC=C1)(=S)N (thionicotinamide), C(C)OC(C(C(C)=O)Cl)=O (2-chloro-3-oxo-butyric acid ethyl ester). The solvent is C(C)O (ethanol). Product: C(C)OC(=O)C1=C(N=C(S1)C=1C=NC=CC1)C (4-Methyl-2-pyridin-3-yl-thiazole-5-carboxylic acid ethyl ester). Yield: 70.2%. As a reaction SMILES: [C:1]([NH2:9])(=[S:8])[C:2]1[CH:7]=[CH:6][CH:5]=[N:4][CH:3]=1.[CH2:10]([O:12][C:13](=[O:19])[CH:14](Cl)[C:15](=O)[CH3:16])[CH3:11]>C(O)C>[CH2:10]([O:12][C:13]([C:14]1[S:8][C:1]([C:2]2[CH:3]=[N:4][CH:5]=[CH:6][CH:7]=2)=[N:9][C:15]=1[CH3:16])=[O:19])[CH3:11]. Reported procedure: A mixture of thionicotinamide (10 g, 0.07 mol) and 2-chloro-3-oxo-butyric acid ethyl ester (10 mL, 0.07 mol) in ethanol (100 mL) was heated at refluxed for 20 h before it was cooled to room temperature and concentrated in vacuo. It was partitioned between ethyl acetate and saturated sodium bicarbonate, the organic layer was washed with brine, dried over anhydrous sodium sulfate and concentrated in vacuo. The residue was purified by flash column chromatography on silica gel with a gradient of eth... The reactants are C(C)(=O)O[BH-](OC(C)=O)OC(C)=O.[Na+] (sodium triacetoxyborohydride), NCC(C1=CC=CC=C1)NCCC(=O)OCC (ethyl 3-[(2-amino-1-phenylethyl)amino]propanoate), S(=O)(=O)([O-])[O-].[Mg+2] (magnesium sulfate), C1(CC1)C=O (cyclopropanecarboxaldehyde), C([O-])(O)=O.[Na+] (sodium bicarbonate). The solvent is ClC(C)Cl (dichloroethane), C(C)(=O)O (acetic acid). Run at time 1 hour. The product is C1(CC1)CNCC(C1=CC=CC=C1)NCCC(=O)OCC (Ethyl N-{2-[(cyclopropylmethyl)amino]-1-phenylethyl}-beta-alaninate). Yield: 40.0%. As a reaction SMILES: [NH2:1][CH2:2][CH:3]([NH:10][CH2:11][CH2:12][C:13]([O:15][CH2:16][CH3:17])=[O:14])[C:4]1[CH:9]=[CH:8][CH:7]=[CH:6][CH:5]=1.S([O-])([O-])(=O)=O.[Mg+2].[CH:24]1([CH:27]=O)[CH2:26][CH2:25]1.C(O[BH-](OC(=O)C)OC(=O)C)(=O)C.[Na+].C(=O)(O)[O-].[Na+]>ClC(Cl)C.C(O)(=O)C>[CH:24]1([CH2:27][NH:1][CH2:2][CH:3]([NH:10][CH2:11][CH2:12][C:13]([O:15][CH2:16][CH3:17])=[O:14])[C:4]2[CH:9]=[CH:8][CH:7]=[CH:6][CH:5]=2)[CH2:26][CH2:25]1 |f:1.2,4.5,6.7|. Procedure details: A mixture of ethyl 3-[(2-amino-1-phenylethyl)amino]propanoate (6.38 g, 27.0 mmol), magnesium sulfate (10 g, 83.1 mmol), and cyclopropanecarboxaldehyde (2.02 mL, 27.2 mmol) in dichloroethane (200 mL) was adjusted to pH 6 with acetic acid. After 1 h, sodium triacetoxyborohydride (5.72 g, 27.0 mmol) was added. After an additional 30 min, saturated aqueous sodium bicarbonate was added and the mixture was extracted with dichloromethane (3×). The combined organic extracts were dried over magnesium sul... Starting materials: C(C)(C)(C)OC([C@H](N(S(=O)(=O)C1=CC2=CC=C(C=C2C=C1)O)CCC(C)C)C(C)C)=O (N-Isoamyl-N-(6-hydroxy naphthalene-2-sulfonyl)-D-valine tert-butyl ester). The solvent is Cl (hydrochloric acid), C(C)(=O)OCC (ethyl acetate). Conditions: time 16 hour. Yields the product C(CC(C)C)N([C@H](C(C)C)C(=O)O)S(=O)(=O)C1=CC2=CC=C(C=C2C=C1)O (N-Isoamyl-N-(6-hydroxy naphthalene-2-sulfonyl)-D-valine). Isolated yield 89.3%. As a reaction SMILES: C([O:5][C:6](=[O:31])[C@@H:7]([CH:28]([CH3:30])[CH3:29])[N:8]([CH2:23][CH2:24][CH:25]([CH3:27])[CH3:26])[S:9]([C:12]1[CH:21]=[CH:20][C:19]2[C:14](=[CH:15][CH:16]=[C:17]([OH:22])[CH:18]=2)[CH:13]=1)(=[O:11])=[O:10])(C)(C)C>Cl.C(OCC)(=O)C>[CH2:23]([N:8]([S:9]([C:12]1[CH:21]=[CH:20][C:19]2[C:14](=[CH:15][CH:16]=[C:17]([OH:22])[CH:18]=2)[CH:13]=1)(=[O:11])=[O:10])[C@@H:7]([C:6]([OH:31])=[O:5])[CH:28]([CH3:30])[CH3:29])[CH2:24][CH:25]([CH3:27])[CH3:26]. Procedure details: N-Isoamyl-N-(6-hydroxy naphthalene-2-sulfonyl)-D-valine tert-butyl ester (0.33 g, 0.74 mmol) is dissolved in 4 N hydrochloric acid in ethyl acetate (50 mL), and the reaction is allowed to stir at ambient temperature for 16 h. The solvent is removed in vacuo, and the residue is purified by column chromatography (15% hexanes-ethyl acetate) to afford the title compound as a colorless oil (0.26 g, 90% yield). LCMS (m/z): (394.24, M+1; 392.27, M−1). Starting materials: C1(CCCCCCC1)O (cyclooctanol), [OH-].[Na+] (NaOH), O (water), C1(=CC=CC=C1)C (toluene). Solvent: CN1C(CCC1)=O (N-methylpyrrolidone). Run at time 2 hour. Product: C1(CCCCCCC1)=O (cyclooctanone). Yield: 71.1%. Reaction SMILES: [CH:1]1([OH:9])[CH2:8][CH2:7][CH2:6][CH2:5][CH2:4][CH2:3][CH2:2]1.O.C1(C)C=CC=CC=1.[OH-].[Na+]>CN1CCCC1=O>[C:1]1(=[O:9])[CH2:8][CH2:7][CH2:6][CH2:5][CH2:4][CH2:3][CH2:2]1 |f:3.4|. Reported procedure: 10.6 g of stabilized IBX prepared as in Example 10 are suspended in 60 ml of N-methylpyrrolidone at 20° C., and 2 g of cyclooctanol are added dropwise while maintaining the temperature at from 20° C. to 25° C. After 2 hours, agitation, the medium is poured into a mixture of 130 ml of water and 80 ml of toluene; the pH of the aqueous phase is brought to approximately 7 by the addition of aqueous NaOH and the organic phase, after separation of the insoluble material formed and of the aqueous phase... Starting materials: NC1=NN2C(N=C(C(=C2C=2C(=C3CCCOC3=C(C2)F)C)[C@@H](C(=O)O)OC(C)(C)C)C)=C1 ((2S)-2-(2-amino-7-(8-fluoro-5-methylchroman-6-yl)-5-methylpyrazolo[1,5-a]pyrimidin-6-yl)-2-(tert-butoxy)acetic acid), N(=C=O)C1=CC=C(C=C1)C (1-isocyanato-4-methylbenzene), CCN(C(C)C)C(C)C (Hunig's base). Solvent: C1CCOC1 (THF). Yields the product C(C)(C)(C)O[C@H](C(=O)O)C=1C(=NC=2N(C1C=1C(=C3CCCOC3=C(C1)F)C)N=C(C2)NC(=O)NC2=CC=C(C=C2)C)C ((2S)-2-(tert-butoxy)-2-(7-(8-fluoro-5-methylchroman-6-yl)-5-methyl-2-(3-(p-tolyl)ureido)pyrazolo[1,5-a]pyrimidin-6-yl)acetic acid). Reaction SMILES: [NH2:1][C:2]1[CH:32]=[C:5]2[N:6]=[C:7]([CH3:31])[C:8]([C@H:22]([O:26][C:27]([CH3:30])([CH3:29])[CH3:28])[C:23]([OH:25])=[O:24])=[C:9]([C:10]3[C:11]([CH3:21])=[C:12]4[C:17](=[C:18]([F:20])[CH:19]=3)[O:16][CH2:15][CH2:14][CH2:13]4)[N:4]2[N:3]=1.[N:33]([C:36]1[CH:41]=[CH:40][C:39]([CH3:42])=[CH:38][CH:37]=1)=[C:34]=[O:35].CCN(C(C)C)C(C)C>C1COCC1>[C:27]([O:26][C@@H:22]([C:8]1[C:7]([CH3:31])=[N:6][C:5]2[N:4]([N:3]=[C:2]([NH:1][C:34]([NH:33][C:36]3[CH:41]=[CH:40][C:39]([CH3:42])=[CH:38][CH:37]=3)=[O:35])[CH:32]=2)[C:9]=1[C:10]1[C:11]([CH3:21])=[C:12]2[C:17](=[C:18]([F:20])[CH:19]=1)[O:16][CH2:15][CH2:14][CH2:13]2)[C:23]([OH:25])=[O:24])([CH3:28])([CH3:29])[CH3:30]. Procedure: A mixture of Example 1 (22 mg, 0.050 mmol), 1-isocyanato-4-methylbenzene (7.28 mg, 0.055 mmol), Hunig's base (0.026 mL, 0.149 mmol) in THF (2 mL) was stirred at rt for 16 h. It was then concentrated and purified by prep HPLC (TFA/MeOH). The fractions were combined and adjusted pH=6 using 1N NaOH. The residue was adjusted pH=3-4 by adding 1-2 drops of 1N HCl. It was then extracted with EtOAc, dried, filtered and concentrated to obtained Example (18 mg, 60%) as light yellow solid. LCMS (M+H)=576.3... The reactants are solution, CC(=O)[O-].[K+] (KOAc), BrC=1C=CC2=C(N(C(=N2)C)C)C1 (6-bromo-1,2-dimethyl-1H-benzo[d]imidazole), B1(OC(C(O1)(C)C)(C)C)B2OC(C(O2)(C)C)(C)C (Bis(pinacolato)diboron), BrC=1SC2=C(N1)C=C(C(=C2C2=CC=C(C=C2)Cl)[C@@H](C(=O)OCC)OC(C)(C)C)C ((S)-ethyl 2-(2-bromo-7-(4-chlorophenyl)-5-methylbenzo[d]thiazol-6-yl)-2-tert-butoxyacetate), C(=O)([O-])[O-].[K+].[K+] (K2CO3), C(Cl)Cl (CH2Cl2). Reagents/catalysts: C1=CC=C(C=C1)P([C-]2C=CC=C2)C3=CC=CC=C3.C1=CC=C(C=C1)P([C-]2C=CC=C2)C3=CC=CC=C3.Cl[Pd]Cl.[Fe+2] (PdCl2(dppf)), C=1C=CC(=CC1)[P](C=2C=CC=CC2)(C=3C=CC=CC3)[Pd]([P](C=4C=CC=CC4)(C=5C=CC=CC5)C=6C=CC=CC6)([P](C=7C=CC=CC7)(C=8C=CC=CC8)C=9C=CC=CC9)[P](C=1C=CC=CC1)(C=1C=CC=CC1)C=1C=CC=CC1 (Pd(PPh3)4). The solvent is O1CCOCC1 (dioxane), CCOC(=O)C (EtOAc). Run at temperature 100 celsius. Product: C(C)(C)(C)O[C@H](C(=O)OCC)C1=C(C2=C(N=C(S2)C=2C=CC3=C(N(C(=N3)C)C)C2)C=C1C)C1=CC=C(C=C1)Cl ((S)-ethyl 2-(tert-butoxy)-2-(7-(4-chlorophenyl)-2-(1,2-dimethyl-1H-benzo[d]imidazol-6-yl)-5-methylbenzo[d]thiazol-6-yl)acetate). As a reaction SMILES: Br[C:2]1[CH:3]=[CH:4][C:5]2[N:9]=[C:8]([CH3:10])[N:7]([CH3:11])[C:6]=2[CH:12]=1.B1(B2OC(C)(C)C(C)(C)O2)OC(C)(C)C(C)(C)O1.C(Cl)Cl.CC([O-])=O.[K+].Br[C:40]1[S:41][C:42]2[C:48]([C:49]3[CH:54]=[CH:53][C:52]([Cl:55])=[CH:51][CH:50]=3)=[C:47]([C@H:56]([O:62][C:63]([CH3:66])([CH3:65])[CH3:64])[C:57]([O:59][CH2:60][CH3:61])=[O:58])[C:46]([CH3:67])=[CH:45][C:43]=2[N:44]=1.C([O-])([O-])=O.[K+].[K+]>O1CCOCC1.CCOC(C)=O.C1C=CC(P(C2C=CC=CC=2)[C-]2C=CC=C2)=CC=1.C1C=CC(P(C2C=CC=CC=2)[C-]2C=CC=C2)=CC=1.Cl[Pd]Cl.[Fe+2].C1C=CC([P]([Pd]([P](C2C=CC=CC=2)(C2C=CC=CC=2)C2C=CC=CC=2)([P](C2C=CC=CC=2)(C2C=CC=CC=2)C2C=CC=CC=2)[P](C2C=CC=CC=2)(C2C=CC=CC=2)C2C=CC=CC=2)(C2C=CC=CC=2)C2C=CC=CC=2)=CC=1>[C:63]([O:62][C@@H:56]([C:47]1[C:46]([CH3:67])=[CH:45][C:43]2[N:44]=[C:40]([C:2]3[CH:3]=[CH:4][C:5]4[N:9]=[C:8]([CH3:10])[N:7]([CH3:11])[C:6]=4[CH:12]=3)[S:41][C:42]=2[C:48]=1[C:49]1[CH:50]=[CH:51][C:52]([Cl:55])=[CH:53][CH:54]=1)[C:57]([O:59][CH2:60][CH3:61])=[O:58])([CH3:64])([CH3:65])[CH3:66] |f:3.4,6.7.8,11.12.13.14,^1:129,131,150,169|. Procedure: A microwave vial was charged with 6-bromo-1,2-dimethyl-1H-benzo[d]imidazole (150 mg, 0.67 mmol), Bis(pinacolato)diboron (189 mg, 0.74 mmol), PdCl2(dppf).CH2Cl2 (55 mg, 0.07 mmol), then KOAc (221 mg, 2.25 mmol). The vial was flushed with argon, diluted with dioxane (3 mL), sealed, then heated to 100° C. for 45 minutes. The reaction mixture was allowed to cool to room temperature and then a portion of this cooled solution (1.0 mL, 0.22 mmol) was added to a vial that was charged with (S)-ethyl 2-(2... Reactants: C1CC(=O)N(C1=O)Br (NBS), C[C@H]1C(NC=2C=CC=CC2C=2C=CN=C([C@H](CCC1)NC(OC(C)(C)C)=O)C2)=O (tert-Butyl N-[(10R,14S)-10-methyl-9-oxo-8,16-diazatricyclo[13.3.1.02,7]nonadeca-1(19),2(7),3,5,15,17-hexaen-14-yl]carbamate), C1CC(=O)N(C1=O)Br (NBS). Run in C(C)#N (acetonitrile). Reaction conditions: temperature 75 celsius. The product is BrC1=CC=2C=3C=CN=C([C@H](CCC[C@H](C(NC2C=C1)=O)C)NC(OC(C)(C)C)=O)C3 (tert-butyl N-[(10R,14S)-4-bromo-10-methyl-9-oxo-8,16-diazatricyclo[13.3.1.02,7]nonadeca-1(19),2(7),3,5,15,17-hexaen-14-yl]carbamate). Isolated yield 89.8%. Reaction SMILES: [CH3:1][C@@H:2]1[CH2:19][CH2:18][CH2:17][C@H:16]([NH:20][C:21](=[O:27])[O:22][C:23]([CH3:26])([CH3:25])[CH3:24])[C:15]2[CH:28]=[C:11]([CH:12]=[CH:13][N:14]=2)[C:10]2[CH:9]=[CH:8][CH:7]=[CH:6][C:5]=2[NH:4][C:3]1=[O:29].C1C(=O)N([Br:37])C(=O)C1>C(#N)C>[Br:37][C:8]1[CH:7]=[CH:6][C:5]2[NH:4][C:3](=[O:29])[C@H:2]([CH3:1])[CH2:19][CH2:18][CH2:17][C@H:16]([NH:20][C:21](=[O:27])[O:22][C:23]([CH3:25])([CH3:24])[CH3:26])[C:15]3[CH:28]=[C:11]([CH:12]=[CH:13][N:14]=3)[C:10]=2[CH:9]=1. Reported procedure: To a suspension of 45G (616 mg, 1.558 mmol) in acetonitrile (15.200 ml) in a sealed vial was added NBS (277 mg, 1.558 mmol). The reaction was sealed and heated at 75° C. overnight. Additional NBS (300 mg, 1.686 mmol) was added and heat at 75° C. overnight. The mixture was concentrated and purified by silica gel chromatography to afford 137A as a white solid (664 mg, 90%). MS (ESI) m/z: 476.0 (M+H)+. Starting materials: CC(C)(C)OC(=O)Nc1ccc(O)cc1, O=C(Nc1ccc(F)c([N+](=O)[O-])c1)c1ccc(Br)s1, [K+], CN(C)C=O, [OH-], O. Yields the product CC(C)(C)OC(=O)Nc1ccc(Oc2ccc(NC(=O)c3ccc(Br)s3)cc2[N+](=O)[O-])cc1. Reaction SMILES: [C:22]([CH3:23])([CH3:24])([CH3:25])[O:26][C:27]([NH:28][c:29]1[cH:30][cH:31][c:32]([OH:35])[cH:33][cH:34]1)=[O:36].[F:1][c:2]1[c:3]([N+:17](=[O:18])[O-:19])[cH:4][c:5]([NH:8][C:9](=[O:10])[c:11]2[s:12][c:13]([Br:16])[cH:14][cH:15]2)[cH:6][cH:7]1.[K+:21].[O:37]=[CH:38][N:39]([CH3:40])[CH3:41].[OH-:20].[OH2:42]>>[c:2]1([O:35][c:32]2[cH:31][cH:30][c:29]([NH:28][C:27]([O:26][C:22]([CH3:23])([CH3:24])[CH3:25])=[O:36])[cH:34][cH:33]2)[c:3]([N+:17](=[O:18])[O-:19])[cH:4][c:5]([NH:8][C:9](=[O:10])[c:11]2[s:12][c:13]([Br:16])[cH:14][cH:15]2)[cH:6][cH:7]1. Starting materials: C(C)(=O)NC=1SC=C(N1)C(=O)O (2-(acetylamino)-1,3-thiazole-4-carboxylic acid), NC1=CC=C(C=C1)NC(OC(C)(C)C)=O (tert-butyl 4-aminophenylcarbamate), Cl.C(C)N=C=NCCCN(C)C (1-ethyl-3-(3-dimethylaminopropyl)carbodiimide hydrochloride), ON1N=NC2=C1C=CC=C2 (1-hydroxybenzotriazole). The solvent is ClCCl (dichloromethane). Run at time 3 hour. Product: C(C)(=O)NC=1SC=C(N1)C(=O)NC1=CC=C(C=C1)NC(OC(C)(C)C)=O (tert-butyl 4-({[2-(acetylamino)-1,3-thiazol-4-yl]carbonyl}amino)phenylcarbamate). The yield is 57.4%. Reaction SMILES: [C:1]([NH:4][C:5]1[S:6][CH:7]=[C:8]([C:10]([OH:12])=O)[N:9]=1)(=[O:3])[CH3:2].[NH2:13][C:14]1[CH:19]=[CH:18][C:17]([NH:20][C:21](=[O:27])[O:22][C:23]([CH3:26])([CH3:25])[CH3:24])=[CH:16][CH:15]=1.Cl.C(N=C=NCCCN(C)C)C.ON1C2C=CC=CC=2N=N1>ClCCl>[C:1]([NH:4][C:5]1[S:6][CH:7]=[C:8]([C:10]([NH:13][C:14]2[CH:15]=[CH:16][C:17]([NH:20][C:21](=[O:27])[O:22][C:23]([CH3:25])([CH3:24])[CH3:26])=[CH:18][CH:19]=2)=[O:12])[N:9]=1)(=[O:3])[CH3:2] |f:2.3|. Reported procedure: A mixture of 2-(acetylamino)-1,3-thiazole-4-carboxylic acid (500 mg), tert-butyl 4-aminophenylcarbamate (615 mg), 1-ethyl-3-(3-dimethylaminopropyl)carbodiimide hydrochloride (566 mg), 1-hydroxybenzotriazole (399 mg) and dichloromethane (5 ml) was stirred at ambient temperature for 3 hours. The reaction mixture was washed with saturated aqueous sodium hydrogen bicarbonate, and the organic layer was concentrated in vacuo. The residue was purified by flash column chromatography on silica gel with 3...